Dataset: the Open Reaction Database (ORD), a public repository of structured organic reaction records. Task: describe an organic reaction: reactants, conditions, products, and yield The reactants are COC1=CC=C(COC2=CN(C=CC2=O)C2=NC=CC(=C2)B(O)O)C=C1 ({3-[(4-methoxybenzyl)oxy]-4-oxo-4H-1,2′-bipyridin-4′-yl}boronic acid), IC1=CC=CC=C1 (iodobenzene), C([O-])([O-])=O.[Cs+].[Cs+] (cesium carbonate), aq solution. Conditions: temperature 135 celsius. The product is COC1=CC=C(COC2=CN(C=CC2=O)C2=NC=CC(=C2)C2=CC=CC=C2)C=C1 (3-[(4-methoxybenzyl)oxy]-4′-phenyl-4H-1,2′-bipyridin-4-one). As a reaction SMILES: [CH3:1][O:2][C:3]1[CH:26]=[CH:25][C:6]([CH2:7][O:8][C:9]2[C:14](=[O:15])[CH:13]=[CH:12][N:11]([C:16]3[CH:21]=[C:20](B(O)O)[CH:19]=[CH:18][N:17]=3)[CH:10]=2)=[CH:5][CH:4]=1.I[C:28]1[CH:33]=[CH:32][CH:31]=[CH:30][CH:29]=1.C(=O)([O-])[O-].[Cs+].[Cs+]>>[CH3:1][O:2][C:3]1[CH:26]=[CH:25][C:6]([CH2:7][O:8][C:9]2[C:14](=[O:15])[CH:13]=[CH:12][N:11]([C:16]3[CH:21]=[C:20]([C:28]4[CH:33]=[CH:32][CH:31]=[CH:30][CH:29]=4)[CH:19]=[CH:18][N:17]=3)[CH:10]=2)=[CH:5][CH:4]=1 |f:2.3.4|. Procedure: To a 20 mL microwave vial (Biotage) was added {3-[(4-methoxybenzyl)oxy]-4-oxo-4H-1,2′-bipyridin-4′-yl}boronic acid (300 mg, 0.85 mmol), iodobenzene (348 mg, 1.70 mmol), cesium carbonate (6 mL of a 1.0 M aq solution, 6.0 mmol), and 69.6 mg (0.085 mmol) 1,1′-bis(diphenylphosphino)ferrocene-palladium(II)dichloride dichloromethane complex. The vial was sealed and the reaction mixture was heated at 135° C. under microwave irradiation for 15 minutes, then cooled. The organic layer was separated, washe...